From a dataset of the Open Reaction Database (ORD), a public repository of structured organic reaction records. describe an organic reaction: reactants, conditions, products, and yield The reactants are FC=1C=C(C=CC1)N=C=O (3-fluorophenyl isocyanate), COC=1C=C2C(=NC=NC2=CC1OC)NC=1SC2=C(N1)C=CC(=C2)N (N2-(6,7-dimethoxyquinazolin-4-yl)benzothiazole-2,6-diamine). The solvent is O (water). Yields the product COC=1C=C2C(=NC=NC2=CC1OC)NC=1SC2=C(N1)C=CC(=C2)NC(=O)NC2=CC(=CC=C2)F (1-[2-(6,7-Dimethoxyquinazolin-4-ylamino)benzothiazol-6-yl]-3-(3-fluorophenyl)urea), solid. The yield is 25.7%. RXN SMILES: [F:1][C:2]1[CH:3]=[C:4]([N:8]=[C:9]=[O:10])[CH:5]=[CH:6][CH:7]=1.[CH3:11][O:12][C:13]1[CH:14]=[C:15]2[C:20](=[CH:21][C:22]=1[O:23][CH3:24])[N:19]=[CH:18][N:17]=[C:16]2[NH:25][C:26]1[S:27][C:28]2[CH:34]=[C:33]([NH2:35])[CH:32]=[CH:31][C:29]=2[N:30]=1>O>[CH3:11][O:12][C:13]1[CH:14]=[C:15]2[C:20](=[CH:21][C:22]=1[O:23][CH3:24])[N:19]=[CH:18][N:17]=[C:16]2[NH:25][C:26]1[S:27][C:28]2[CH:34]=[C:33]([NH:35][C:9]([NH:8][C:4]3[CH:5]=[CH:6][CH:7]=[C:2]([F:1])[CH:3]=3)=[O:10])[CH:32]=[CH:31][C:29]=2[N:30]=1. Procedure details: 1-[2-(6,7-Dimethoxyquinazolin-4-ylamino)benzothiazol-6-yl]-3-(3-fluorophenyl)urea was prepared from 3-fluorophenyl isocyanate (13 μL, 0.113 mmol) and N2-(6,7-dimethoxyquinazolin-4-yl)benzothiazole-2,6-diamine (40 mg, 0.113 mmol) according to GP 3. The mixture was poured into water (20 mL) and the resulting precipitate was purified by pTLC (dichloromethane:methanol=9:1) to obtain a yellow solid (14 mg, 29 μmol, 26%). LC/ESI-MS: m/z=491 [M+H]+; m/z=489 [M−H]−; Rt=3.27 min. Reactants: C1(CC1)NC=1SC=C(N1)C(=O)OCC (ethyl 2-cyclopropylaminothiazole- 4-carboxylate), [H-].[Al+3].[Li+].[H-].[H-].[H-] (lithium aluminum hydride). Solvent: O1CCCC1 (tetrahydrofuran). The product is C1(CC1)NC=1SC=C(N1)CO (2-Cyclopropylaminothiazol-4-ylmethanol). Reaction SMILES: [CH:1]1([NH:4][C:5]2[S:6][CH:7]=[C:8]([C:10](OCC)=[O:11])[N:9]=2)[CH2:3][CH2:2]1.[H-].[Al+3].[Li+].[H-].[H-].[H-]>O1CCCC1>[CH:1]1([NH:4][C:5]2[S:6][CH:7]=[C:8]([CH2:10][OH:11])[N:9]=2)[CH2:3][CH2:2]1 |f:1.2.3.4.5.6|. Procedure details: The reaction described in Preparation 15 was repeated, but using 1.2 g of ethyl 2-cyclopropylaminothiazole- 4-carboxylate, 0.2 g of lithium aluminum hydride and 20 ml of tetrahydrofuran, giving the title compound as a pale yellow oil.